describe an organic reaction: reactants, conditions, products, and yield From a dataset of the Open Reaction Database (ORD), a public repository of structured organic reaction records. The reactants are [H-].[Na+] (sodium hydride), CNC1=C(C=C(C=C1)[N+](=O)[O-])[N+](=O)[O-] (N-methyl-2,4-dinitroaniline), O (water), C1(=CC=CC=C1)S(=O)(=O)Cl (benzenesulfonyl chloride). Solvent: CN(C)C=O (DMF). The product is [N+](=O)([O-])C1=C(N(S(=O)(=O)C2=CC=CC=C2)C)C=CC(=C1)[N+](=O)[O-] (2′,4′-Dinitro-N-methylbenzenesulfonanilide). The yield is 77.9%. RXN SMILES: [H-].[Na+].[CH3:3][NH:4][C:5]1[CH:10]=[CH:9][C:8]([N+:11]([O-:13])=[O:12])=[CH:7][C:6]=1[N+:14]([O-:16])=[O:15].[C:17]1([S:23](Cl)(=[O:25])=[O:24])[CH:22]=[CH:21][CH:20]=[CH:19][CH:18]=1.O>CN(C=O)C>[N+:14]([C:6]1[CH:7]=[C:8]([N+:11]([O-:13])=[O:12])[CH:9]=[CH:10][C:5]=1[N:4]([CH3:3])[S:23]([C:17]1[CH:22]=[CH:21][CH:20]=[CH:19][CH:18]=1)(=[O:25])=[O:24])([O-:16])=[O:15] |f:0.1|. Procedure: To a suspension of sodium hydride (60%, 0.12 g (3.00 mmol)) in DMF (4.0 ml), N-methyl-2,4-dinitroaniline (0.39 g (1.98 mmol)) was added with stirring at room temperature. To the resulting mixture, after 15 minutes' stirring at room temperature, benzenesulfonyl chloride (0.38 ml (2.98 mmol)) was added dropwise. After two hours' stirring at room temperature, the reaction mixture was poured into water and extracted with diethyl ether. The extract was washed with water and saturated sodium chloride ...